From a dataset of the Open Reaction Database (ORD), a public repository of structured organic reaction records. describe an organic reaction: reactants, conditions, products, and yield Reactants: C1(=CC=CC=C1)N1N=C2C(=CNC=3C=CC(=NC23)N2CCNCC2)C1=O (2-Phenyl-8-(piperazin-1-yl)-2,5-dihydro-pyrazolo[4,3-c][1,5]naphthyridin-3-one), CC1CNCC(O1)C (2,6-dimethylmorpholine). The product is CC1CN(CC(O1)C)C1=NC=2C=3C(=CNC2C=C1)C(N(N3)C3=CC=CC=C3)=O (8-(2,6-Dimethyl-morpholin-4-yl)-2-phenyl-2,5-dihydro-pyrazolo[4,3-c][1,5]naphthyridin-3-one). RXN SMILES: [C:1]1([N:7]2[C:25](=[O:26])[C:10]3=[CH:11][NH:12][C:13]4[CH:14]=[CH:15][C:16](N5CCNCC5)=[N:17][C:18]=4[C:9]3=[N:8]2)[CH:6]=[CH:5][CH:4]=[CH:3][CH:2]=1.[CH3:27][CH:28]1[O:33][CH:32]([CH3:34])[CH2:31][NH:30][CH2:29]1>>[CH3:34][CH:32]1[O:33][CH:28]([CH3:27])[CH2:29][N:30]([C:16]2[CH:15]=[CH:14][C:13]3[NH:12][CH:11]=[C:10]4[C:25](=[O:26])[N:7]([C:1]5[CH:6]=[CH:5][CH:4]=[CH:3][CH:2]=5)[N:8]=[C:9]4[C:18]=3[N:17]=2)[CH2:31]1. Procedure details: The title compound was prepared following the procedure described for 6a using 2,6-dimethylmorpholine instead of piperazine. 1H-NMR (DMSO-d6) δ (ppm): 1.19 (6H, d, J=7.05 Hz), 2.36 (2H, t, J=12.09, 10.98 Hz), 3.75 (4H, brm), 7.16 (1H, tt, J=7.42, 1.09 Hz), 7.43 (4H, m), 7.56 (2H, d, J=9.06 Hz), 8.23 (2H, dt, J=8.79, 1.37 Hz), 8.56 (1H, s). m/z 376.5 (MH+). Starting materials: C(=O)(O)C=1C=CC2=C(CN(C(C(N2)CC(=O)OC)=O)C)C1 (Methyl (±)-7-carboxy-4-methyl-3-oxo-2,3,4,5-tetrahydro-1H-1,4-benzodiazepine-2-acetate), C(C)(=O)OC(C)=O (acetic anhydride). The solvent is C(C)(=O)O (acetic acid). Reaction conditions: time 48 hour. Product: C(C)(=O)N1C(C(N(CC2=C1C=CC(=C2)C(=O)O)C)=O)CC(=O)OC (Methyl (±)-1-acetyl-7-carboxy-4-methyl-3-oxo-2,3,4,5-tetrahydro-1H-1,4-benzodiazepine-2-acetate). The yield is 78.0%. Reaction SMILES: [C:1]([C:4]1[CH:5]=[CH:6][C:7]2[NH:13][CH:12]([CH2:14][C:15]([O:17][CH3:18])=[O:16])[C:11](=[O:19])[N:10]([CH3:20])[CH2:9][C:8]=2[CH:21]=1)([OH:3])=[O:2].[C:22](OC(=O)C)(=[O:24])[CH3:23]>C(O)(=O)C>[C:22]([N:13]1[C:7]2[CH:6]=[CH:5][C:4]([C:1]([OH:3])=[O:2])=[CH:21][C:8]=2[CH2:9][N:10]([CH3:20])[C:11](=[O:19])[CH:12]1[CH2:14][C:15]([O:17][CH3:18])=[O:16])(=[O:24])[CH3:23]. Procedure details: Methyl (±)-7-carboxy-4-methyl-3-oxo-2,3,4,5-tetrahydro-1H-1,4-benzodiazepine-2-acetate (2.0 g, 8.6 mmol), acetic anhydride (25 mL) and acetic acid (1 mL) were heated to reflux. After 48 h, the reaction was concentrated, and the residue was diluted with H2O (20 mL) and MeOH (15 mL). The resulting solution was concentrated to give the tide compound (1.8 g, 78%): 1H NMR (400 MHz, DMSO-d6) δ1.7-1.8 (s, 3H), 2.2-2.6 (m, 2H), 2.9-3.0 (s, 3H), 3.5-3.6 (s, 3H), 4.2-4.3 (d, 1H), 4.7-4.8 (d, 1H), 5.8-5.9 ... The reactants are Cc1cc(C)nc(NC(=O)c2cccc(S(N)(=O)=O)c2CS(C)=O)n1, CC(=O)O, OO. Product: Cc1cc(C)nc(NC(=O)c2cccc(S(N)(=O)=O)c2CS(C)(=O)=O)n1. As a reaction SMILES: [CH3:1][c:2]1[n:3][c:4]([NH:9][C:10](=[O:11])[c:12]2[c:13]([CH2:22][S:23](=[O:24])[CH3:25])[c:14]([S:18](=[O:19])(=[O:20])[NH2:21])[cH:15][cH:16][cH:17]2)[n:5][c:6]([CH3:8])[cH:7]1.[CH3:28][C:29](=[O:30])[OH:31].[OH:26][OH:27]>>[CH3:1][c:2]1[n:3][c:4]([NH:9][C:10](=[O:11])[c:12]2[c:13]([CH2:22][S:23](=[O:24])([CH3:25])=[O:26])[c:14]([S:18](=[O:19])(=[O:20])[NH2:21])[cH:15][cH:16][cH:17]2)[n:5][c:6]([CH3:8])[cH:7]1. The product is COC(=O)CC1(C(=O)OC)OC(C)(C)OC1C(=O)OC. Starting materials: CC(C)=O, [Cu+2], COC(=O)CC(O)(C(=O)OC)C(O)C(=O)OC, O=S(=O)(O)O, O=S(=O)([O-])[O-]. Reaction SMILES: [CH3:23][C:24]([CH3:25])=[O:26].[Cu+2:32].[OH:1][CH:2]([C:3]([CH2:4][C:5](=[O:6])[O:7][CH3:8])([C:9](=[O:10])[O:11][CH3:12])[OH:13])[C:14](=[O:15])[O:16][CH3:17].[S:18](=[O:19])(=[O:20])([OH:21])[OH:22].[S:27]([O-:28])([O-:29])(=[O:30])=[O:31]>>[O:1]1[CH:2]([C:14](=[O:15])[O:16][CH3:17])[C:3]([CH2:4][C:5](=[O:6])[O:7][CH3:8])([C:9](=[O:10])[O:11][CH3:12])[O:13][C:24]1([CH3:23])[CH3:25].